This data is from the Open Reaction Database (ORD), a public repository of structured organic reaction records. The task is: describe an organic reaction: reactants, conditions, products, and yield Reactants: C(CCCCCCC)C=1C=NC(=NC1)C1=CC=C(C=C1)O (5-octyl-2-(4-hydroxyphenyl)pyrimidine), FC(C(C(OC(C(OC(COCCCCCCBr)(F)F)(F)F)(F)F)(F)F)(F)F)(C(F)(F)F)F (6-(2-(2-(nonafluorobutoxy)tetrafluoroethoxy)-2,2-difluoroethoxy)-1-bromohexane). Product: C(CCCCCCC)C=1C=NC(=NC1)C1=CC=C(C=C1)OCCCCCCOCC(F)(F)OC(C(OC(C(C(C(F)(F)F)(F)F)(F)F)(F)F)(F)F)(F)F (5-Octyl-2-[4-(6-(2-(2-(nonafluorobutoxy)tetrafluoroethoxy)-2,2-difluoroethoxy)hexyloxy)phenyl]pyrimidine), crude product. RXN SMILES: [CH2:1]([C:9]1[CH:10]=[N:11][C:12]([C:15]2[CH:20]=[CH:19][C:18]([OH:21])=[CH:17][CH:16]=2)=[N:13][CH:14]=1)[CH2:2][CH2:3][CH2:4][CH2:5][CH2:6][CH2:7][CH3:8].[F:22][C:23]([F:54])([C:50]([F:53])([F:52])[F:51])[C:24]([F:49])([F:48])[C:25]([F:47])([F:46])[O:26][C:27]([F:45])([F:44])[C:28]([F:43])([F:42])[O:29][C:30]([F:41])([F:40])[CH2:31][O:32][CH2:33][CH2:34][CH2:35][CH2:36][CH2:37][CH2:38]Br>>[CH2:1]([C:9]1[CH:14]=[N:13][C:12]([C:15]2[CH:20]=[CH:19][C:18]([O:21][CH2:38][CH2:37][CH2:36][CH2:35][CH2:34][CH2:33][O:32][CH2:31][C:30]([O:29][C:28]([F:42])([F:43])[C:27]([F:44])([F:45])[O:26][C:25]([F:46])([F:47])[C:24]([F:48])([F:49])[C:23]([F:22])([F:54])[C:50]([F:52])([F:53])[F:51])([F:41])[F:40])=[CH:17][CH:16]=2)=[N:11][CH:10]=1)[CH2:2][CH2:3][CH2:4][CH2:5][CH2:6][CH2:7][CH3:8]. Procedure: The title compound was prepared essentially as in Example 1 by combining 5-octyl-2-(4-hydroxyphenyl)pyrimidine (1.01 g, 3.55 mmol) and 6-(2-(2-(nonafluorobutoxy)tetrafluoroethoxy)-2,2-difluoroethoxy)-1-bromohexane (2.4 g, 4.03 mmol; prepared by combining 1,6-dibromohexane and 2-(2-(nonafluorobutoxy)tetrafluoroethoxy)-2,2-difluoroethanol). The resulting crude product was isolated and further purified essentially as described in Example 3, eluting with 1 vol. % ethyl acetate/toluene Reactants: ethylenic, ClC=1C=C2CCC(C2=CC1)=O (5-chloro-1-indanone), C(OC)(OC)=O (dimethyl carbonate). The solvent is [H-].[Na+] (sodium hydride), C1=CC=CC=C1 (benzene). Yields the product ClC=1C=C2CC(C(C2=CC1)=O)C(=O)OC (5-chloro-2-methoxycarbonyl-1-indanone). Isolated yield 48.0%. RXN SMILES: [Cl:1][C:2]1[CH:3]=[C:4]2[C:8](=[CH:9][CH:10]=1)[C:7](=[O:11])[CH2:6][CH2:5]2.[C:12](=O)([O:15]C)[O:13][CH3:14]>[H-].[Na+].C1C=CC=CC=1>[Cl:1][C:2]1[CH:3]=[C:4]2[C:8](=[CH:9][CH:10]=1)[C:7](=[O:11])[CH:6]([C:12]([O:13][CH3:14])=[O:15])[CH2:5]2 |f:2.3|. Procedure: It is furthermore known from J. Pharm. Sci. 67(1) 1978, 81, to prepare the chloro-substituted indanonecarboxylic acid ester 5-chloro-2-methoxycarbonyl-1-indanone starting from 3-chlorobenzaldehyde. Here, 3-chlorobenzaldehyde is initially reacted in pyridine with malonic acid to give 3-chlorocinnamic acid. Following hydrogenation of the ethylenic double bond and cyclization to the 5-chloro-1-indanone, the latter is then reacted with dimethyl carbonate in the presence of sodium hydride and benzene... Starting materials: [F-].C(CCC)[N+](CCCC)(CCCC)CCCC (tetrabutylammonium fluoride), COC(=O)C1(CCN(CC1)C(=O)OC(C)(C)C)OC (1-tert-butyl 4-methoxycarbonyl-4-methoxypiperidine-1-carboxylate), [Cl-].[NH4+] (ammonium chloride), C[Si](C)(C)C[Li] (trimethylsilylmethyl lithium), C[Si](C)(C)C[Li] (trimethylsilylmethyl lithium). Solvent: O1CCCC1 (tetrahydrofuran), O (water), O1CCCC1 (tetrahydrofuran), C(C)(=O)OCC (ethyl acetate), C(C)OCC (diethyl ether). Run at time 30 minute. Product: C(C)(=O)C1(CCN(CC1)C(=O)OC(C)(C)C)OC (tert-Butyl 4-acetyl-4-methoxypiperidine-1-carboxylate). The yield is 37.1%. Reaction SMILES: CO[C:3]([C:5]1([O:18][CH3:19])[CH2:10][CH2:9][N:8]([C:11]([O:13][C:14]([CH3:17])([CH3:16])[CH3:15])=[O:12])[CH2:7][CH2:6]1)=[O:4].[CH3:20][Si](C[Li])(C)C.[Cl-].[NH4+].[F-].C([N+](CCCC)(CCCC)CCCC)CCC>O1CCCC1.C(OCC)C.C(OCC)(=O)C.O>[C:3]([C:5]1([O:18][CH3:19])[CH2:6][CH2:7][N:8]([C:11]([O:13][C:14]([CH3:15])([CH3:16])[CH3:17])=[O:12])[CH2:9][CH2:10]1)(=[O:4])[CH3:20] |f:2.3,4.5|. Procedure: To a solution of 1-tert-butyl 4-methoxycarbonyl-4-methoxypiperidine-1-carboxylate (2.5 g, 9.05 mmol) dissolved in 100 mL of tetrahydrofuran at −78° C. was added trimethylsilylmethyl lithium (23 mL, 23 mmol). After 30 min additional trimethylsilylmethyl lithium (2.7 mL, 2.7 mmol) was added. The reaction mixture was then diluted with diethyl ether, poured into saturated ammonium chloride, and extracted three times with diethyl ether. The organic layers were combined, washed with saturated sodium c... Reactants: C(C1CCCO1)O (tetrahydrofurfuryl alcohol), OC1=CC=C(C(=O)OC)C=C1 (methyl 4-hydroxybenzoate), C1(=CC=CC=C1)P(C1=CC=CC=C1)C1=CC=CC=C1 (triphenylphosphine), N(=NC(=O)OCC)C(=O)OCC (diethyl azodicarboxylate), [OH-].[Na+] (sodium hydroxide). The solvent is O1CCCC1 (tetrahydrofuran), O1CCCC1 (tetrahydrofuran), C1(=CC=CC=C1)C (toluene), CO (methanol). Reaction conditions: time 2 hour. Yields the product O1C(CCC1)COC1=CC=C(C(=O)O)C=C1 (4-(tetrahydrofuran-2-ylmethoxy)benzoic acid). The yield is 31.3%. As a reaction SMILES: [CH2:1]([OH:7])[CH:2]1[O:6][CH2:5][CH2:4][CH2:3]1.O[C:9]1[CH:18]=[CH:17][C:12]([C:13]([O:15]C)=[O:14])=[CH:11][CH:10]=1.C1(P(C2C=CC=CC=2)C2C=CC=CC=2)C=CC=CC=1.N(C(OCC)=O)=NC(OCC)=O.[OH-].[Na+]>O1CCCC1.C1(C)C=CC=CC=1.CO>[O:6]1[CH2:5][CH2:4][CH2:3][CH:2]1[CH2:1][O:7][C:9]1[CH:18]=[CH:17][C:12]([C:13]([OH:15])=[O:14])=[CH:11][CH:10]=1 |f:4.5|. Procedure details: To a solution of tetrahydrofurfuryl alcohol (25 g), methyl 4-hydroxybenzoate (38 g), and triphenylphosphine (72 g) in tetrahydrofuran (300 mL) was slowly added dropwise a solution of diethyl azodicarboxylate in toluene (136 mL, 40% toluene solution) at 0° C., and the mixture was stirred at room temperature for 2 hr. The reaction solution was concentrated, and triphenylphosphine oxide was precipitated from ethyl acetate-hexane. Triphenylphosphine oxide was removed by filtration with a glass filte... Starting materials: C(C)(C)(C)C1=CC=C(C(=O)NC(CO)(C)C)C=C1 (4-tert-Butyl-N-(2-hydroxy-1,1-dimethyl-ethyl)-benzamide), CCOCC (Et2O). Solvent: S(=O)(Cl)Cl (thionyl chloride). Product: C(C)(C)(C)C1=CC=C(C=C1)C=1OCC(N1)(C)C (2-(4-tert-Butyl-phenyl)-4,4-dimethyl-4,5-dihydro-oxazole). Isolated yield 57.1%. As a reaction SMILES: [C:1]([C:5]1[CH:18]=[CH:17][C:8]([C:9]([NH:11][C:12]([CH3:16])([CH3:15])[CH2:13][OH:14])=O)=[CH:7][CH:6]=1)([CH3:4])([CH3:3])[CH3:2].CCOCC>S(Cl)(Cl)=O>[C:1]([C:5]1[CH:18]=[CH:17][C:8]([C:9]2[O:14][CH2:13][C:12]([CH3:16])([CH3:15])[N:11]=2)=[CH:7][CH:6]=1)([CH3:4])([CH3:3])[CH3:2]. Reported procedure: A mixture of 101b (1000 g, crude) in thionyl chloride (1.5 L) was refluxed for 1 hour. The reaction mixture was cooled to room temperature and poured into 500 mL of stirred Et2O, during which time a white precipitate formed. The precipitate was collected by filtration and washed with Et2O, dissolved in 500 mL of water and neutralized with 25 percent NaOH. The yellow aqueous solution was extracted with EtOAC (3×500 mL) and the combined organic phase was washed with 500 mL of brine, dried over Na2... Isolated yield 80.6%. The reagents and catalysts are [Pd] (Pd/C). Procedure details: To a solution of (R)-2-((1-butyrylpiperidin-2-yl)methoxy)-6-nitrobenzonitrile (Example 16b, 1.5 g, 4.53 mmol) in ethanol (40 mL) was added 10% Pd/C (300 mg). The reaction mixture was charged with hydrogen balloon at room temperature overnight then filtered through celite and concentrated under reduced pressure. The residue was purified by Biotage SP-1 (40s column) eluting with EtOAc/Hexane (10%-70%) to give the desired product as an oil (1.1 g, 81%). 1H NMR (400 MHz, DMSO-d6) δ 0.86 (t, J=7.2 Hz... RXN SMILES: [C:1]([N:6]1[CH2:11][CH2:10][CH2:9][CH2:8][C@@H:7]1[CH2:12][O:13][C:14]1[CH:21]=[CH:20][CH:19]=[C:18]([N+:22]([O-])=O)[C:15]=1[C:16]#[N:17])(=[O:5])[CH2:2][CH2:3][CH3:4].[H][H]>C(O)C.[Pd]>[NH2:22][C:18]1[CH:19]=[CH:20][CH:21]=[C:14]([O:13][CH2:12][C@H:7]2[CH2:8][CH2:9][CH2:10][CH2:11][N:6]2[C:1](=[O:5])[CH2:2][CH2:3][CH3:4])[C:15]=1[C:16]#[N:17]. Reactants: C(CCC)(=O)N1[C@H](CCCC1)COC1=C(C#N)C(=CC=C1)[N+](=O)[O-] ((R)-2-((1-butyrylpiperidin-2-yl)methoxy)-6-nitrobenzonitrile), [H][H] (hydrogen). Solvent: C(C)O (ethanol). The product is NC1=C(C#N)C(=CC=C1)OC[C@@H]1N(CCCC1)C(CCC)=O ((R)-2-amino-6-((1-butyrylpiperidin-2-yl)methoxy)benzonitrile). Starting materials: [BH4-], CC(C)CC=O, COc1cccc2c(CN)cccc12, CO, [Na+], O. Reaction SMILES: [BH4-:21].[CH3:15][CH:16]([CH2:17][CH:18]=[O:19])[CH3:20].[CH3:1][O:2][c:3]1[c:4]2[cH:5][cH:6][cH:7][c:8]([CH2:13][NH2:14])[c:9]2[cH:10][cH:11][cH:12]1.[CH3:24][OH:25].[Na+:22].[OH2:23]>>[CH3:1][O:2][c:3]1[c:4]2[cH:5][cH:6][cH:7][c:8]([CH2:13][NH:14][CH2:18][CH2:17][CH:16]([CH3:15])[CH3:20])[c:9]2[cH:10][cH:11][cH:12]1. Product: COc1cccc2c(CNCCC(C)C)cccc12.